From a dataset of the Open Reaction Database (ORD), a public repository of structured organic reaction records. describe an organic reaction: reactants, conditions, products, and yield Reactants: C(C)(CC)N=C=S (sec-butyl isothiocyanate), ClC=1C(=C(C=CC1)NN)C (3-chloro-2-methylphenyl hydrazine). Run in C1(=CC=CC=C1)C (toluene). Yields the product ClC=1C(=C(C=CC1)NNC(=S)NC(CC)C)C (1-(3-Chloro-2-methylphenyl)-4-(1-methylpropyl)thiosemicarbazide). RXN SMILES: [CH:1]([N:5]=[C:6]=[S:7])([CH2:3][CH3:4])[CH3:2].[Cl:8][C:9]1[C:10]([CH3:17])=[C:11]([NH:15][NH2:16])[CH:12]=[CH:13][CH:14]=1>C1(C)C=CC=CC=1>[Cl:8][C:9]1[C:10]([CH3:17])=[C:11]([NH:15][NH:16][C:6]([NH:5][CH:1]([CH3:2])[CH2:3][CH3:4])=[S:7])[CH:12]=[CH:13][CH:14]=1. Reported procedure: 1.44 g (10 mmole) of sec-butyl isothiocyanate were added to 1.56 g (10 mmole) of 3-chloro-2-methylphenyl hydrazine dissolved in 120 ml of toluene, and the mixture was refluxed for 2 hours and then evaporated. The remanence was stirred with a small amount of hexane, separated by filtration and dried.